Dataset: the Open Reaction Database (ORD), a public repository of structured organic reaction records. Task: describe an organic reaction: reactants, conditions, products, and yield The reactants are N1=CC=C(C=C1)B1OC(C)(C)C(C)(C)O1 (4-pyridinyl boronic acid pinacol ester), C(Cl)Cl (CH2Cl2), BrC=1C(=NN(C1)CC)C=1C(=C(C=CC1)N(S(=O)(=O)C1=C(C(=CC(=C1)F)C)F)OC)F (N-[3-(4-Bromo-1-ethyl-1H-pyrazol-3-yl)-2-fluoro-phenyl]-2,5-difluoro-N-methoxy-methyl-benzenesulfonamide), C([O-])([O-])=O.[Cs+].[Cs+] (cesium carbonate). Reagents/catalysts: C1=CC=C(C=C1)P([C-]2C=CC=C2)C3=CC=CC=C3.C1=CC=C(C=C1)P([C-]2C=CC=C2)C3=CC=CC=C3.Cl[Pd]Cl.[Fe+2] (Pd(dppf)Cl2). Run in COCCOC.O (DME H2O). The product is C(C)N1N=C(C(=C1)C1=CC=NC=C1)C=1C(=C(C=CC1)N(S(=O)(=O)C1=C(C=CC(=C1)F)F)COC)F (N-[3-(1-Ethyl-4-pyridin-4-yl-1H-pyrazol-3-yl)-2-fluoro-phenyl]-2,5-difluoro-N-methoxymethyl-benzenesulfonamide). Isolated yield 887.1%. RXN SMILES: Br[C:2]1[C:3]([C:9]2[C:10]([F:30])=[C:11]([N:15](OC)[S:16]([C:19]3[CH:24]=[C:23]([F:25])[CH:22]=[C:21](C)[C:20]=3[F:27])(=[O:18])=[O:17])[CH:12]=[CH:13][CH:14]=2)=[N:4][N:5]([CH2:7][CH3:8])[CH:6]=1.[N:31]1[CH:36]=[CH:35][C:34](B2OC(C)(C)C(C)(C)O2)=[CH:33][CH:32]=1.[C:46](=[O:49])([O-])[O-].[Cs+].[Cs+].[CH2:52](Cl)Cl>COCCOC.O.C1C=CC(P(C2C=CC=CC=2)[C-]2C=CC=C2)=CC=1.C1C=CC(P(C2C=CC=CC=2)[C-]2C=CC=C2)=CC=1.Cl[Pd]Cl.[Fe+2]>[CH2:7]([N:5]1[CH:6]=[C:2]([C:34]2[CH:33]=[CH:32][N:31]=[CH:36][CH:35]=2)[C:3]([C:9]2[C:10]([F:30])=[C:11]([N:15]([CH2:52][O:49][CH3:46])[S:16]([C:19]3[CH:24]=[C:23]([F:25])[CH:22]=[CH:21][C:20]=3[F:27])(=[O:17])=[O:18])[CH:12]=[CH:13][CH:14]=2)=[N:4]1)[CH3:8] |f:2.3.4,6.7,8.9.10.11|. Procedure: In a microwave tube a solution of N-[3-(4-Bromo-1-ethyl-1H-pyrazol-3-yl)-2-fluoro-phenyl]-2,5-difluoro-N-methoxy-methyl-benzenesulfonamide (prepared as described in Example 1) (420 mg, 0.833 mmol) in DME/H2O 9:1 (10 mL) was degassed by bubbling argon for 5 minutes, 4-pyridinyl boronic acid pinacol ester (256 mg, 1.249 mmol, 1.5 eq) was then added, followed by cesium carbonate (543 mg, 1.666 mmol, 2 eq) and Pd(dppf)Cl2.CH2Cl2 (68 mg, 0.083 mmol, 0.1 eq). The mixture was irradiated in the microwav... Reactants: ClC1=C2C=CC=NC2=C(C=C1)N (5-chloroquinolin-8-amine), [N+](=O)([O-])C1=C(C=CC(=C1)C)S(=O)(=O)Cl (2-nitro-4-methylbenzenesulfonyl chloride), ClC1=C2C=CC=NC2=C(C=C1)N (5-chloroquinolin-8-amine), [N+](=O)([O-])C1=C(C=CC(=C1)C)S(=O)(=O)Cl (2-nitro-4-methylbenzenesulfonyl chloride). Product: ClC1=C2C=CC=NC2=C(C=C1)NS(=O)(=O)C1=C(C=C(C=C1)C)[N+](=O)[O-] (N-(5-Chloroquinolin-8-yl)-4-methyl-2-nitrobenzenesulfonamide). Isolated yield 53.6%. Reaction SMILES: [Cl:1][C:2]1[CH:11]=[CH:10][C:9]([NH2:12])=[C:8]2[C:3]=1[CH:4]=[CH:5][CH:6]=[N:7]2.[N+:13]([C:16]1[CH:21]=[C:20]([CH3:22])[CH:19]=[CH:18][C:17]=1[S:23](Cl)(=[O:25])=[O:24])([O-:15])=[O:14]>>[Cl:1][C:2]1[CH:11]=[CH:10][C:9]([NH:12][S:23]([C:17]2[CH:18]=[CH:19][C:20]([CH3:22])=[CH:21][C:16]=2[N+:13]([O-:15])=[O:14])(=[O:24])=[O:25])=[C:8]2[C:3]=1[CH:4]=[CH:5][CH:6]=[N:7]2. Procedure: In a similar fashion using route 14 general procedure 26, 5-chloro-8-aminoquinoline (Intermediate 27) (150 mg, 0.84 mmol), 2-nitro-4-methylbenzenesulfonyl chloride (Intermediate 20) (228 mg, 1.26 mmol) gave the title compound (170 mg, 54%) after purification by column chromatography with DCM as the eluent. The reactants are c1ccc(CN2CC3CCCNC3C2)cc1, CO. Yields the product C1CNC2CNCC2C1. RXN SMILES: [CH2:1]([c:2]1[cH:3][cH:4][cH:5][cH:6][cH:7]1)[N:8]1[CH2:9][CH:10]2[NH:11][CH2:12][CH2:13][CH2:14][CH:15]2[CH2:16]1.[CH3:17][OH:18]>>[NH:8]1[CH2:9][CH:10]2[NH:11][CH2:12][CH2:13][CH2:14][CH:15]2[CH2:16]1. Starting materials: [Si](C)(C)(C(C)(C)C)O[C@@H]1CC([C@H](CCCCCCC(=O)OC)[C@H]1\C=C\[C@H](CCCCC)O)=O ((−)-methyl(11R, 15S, 13E)-11-tert-butyldimethylsilyloxy-15-hydroxy-9-oxoprost-13-en-1-oate), C([O-])([O-])=O.[Na+].[Na+] (sodium carbonate). Solvent: mixed solvent. Reaction conditions: temperature 40 celsius, time 2 hour. The product is O[C@@H]1CC([C@H](CCCCCCC(=O)OC)[C@H]1\C=C\[C@H](CCCCC)O)=O ((−)-methyl(11R, 15S, 13E)-11, 15-dihydroxy-9-oxoprost-13-en1-oate). Yield: 84.7%. Reaction SMILES: [Si]([O:8][C@H:9]1[C@H:23](/[CH:24]=[CH:25]/[C@@H:26]([OH:32])[CH2:27][CH2:28][CH2:29][CH2:30][CH3:31])[C@@H:12]([CH2:13][CH2:14][CH2:15][CH2:16][CH2:17][CH2:18][C:19]([O:21][CH3:22])=[O:20])[C:11](=[O:33])[CH2:10]1)(C(C)(C)C)(C)C.C(=O)([O-])[O-].[Na+].[Na+]>>[OH:8][C@H:9]1[C@H:23](/[CH:24]=[CH:25]/[C@@H:26]([OH:32])[CH2:27][CH2:28][CH2:29][CH2:30][CH3:31])[C@@H:12]([CH2:13][CH2:14][CH2:15][CH2:16][CH2:17][CH2:18][C:19]([O:21][CH3:22])=[O:20])[C:11](=[O:33])[CH2:10]1 |f:1.2.3|. Procedure: (−)-methyl(11R, 15S, 13E)-11-tert-butyldimethylsilyloxy-15-hydroxy-9-oxoprost-13-en-1-oate (481 mg, 1.0 mmol) was dissolved in 5 ml of a mixed solvent (ethyl acetate/water/tetrahydrofuran 6:3:1) and stirred at 40° C. for 2 h. The reaction mixture was poured into a saturated aqueous sodium carbonate cooled with ice and extracted with ethyl acetate (100 ml) two times. The combined organic layer was washed with a saturated aqueous sodium chloride, dried over anhydrous magnesium sulfate, and concent... Starting materials: FC(C(=O)O)(F)F.N[C@H]1CN(CC1)C1=NC(=C2N=CN(C2=N1)[C@H]1[C@@H]([C@@H]([C@H](C1)NC(COCC1=CC=CC=C1)=O)O)O)NCC(C1=CC=CC=C1)C1=CC=CC=C1 (N-{(1S,2R,3S,4R)-4-[2-((R)-3-Amino-pyrrolidin-1-yl)-6-(2,2-diphenyl-ethylamino)-purin-9-yl]-2,3-dihydroxy-cyclopentyl}-2-benzyloxy-acetamide trifluoroacetate), N1(CCCC1)[C@H]1CNCC1 ((R)-[1,3′]bipyrrolidinyl), N1(CCCC1)[C@H]1CNCC1 ((R)-[1,3′]bipyrrolidinyl), ClC1=NC(=C2N=CN(C2=N1)[C@H]1[C@@H]([C@@H]([C@H](C1)NC(CC)=O)O)O)NCC(C1=CC=CC=C1)C1=CC=CC=C1 (N-{(1S,2R,3S,4R)-4-[2-chloro-6-(2,2-diphenyl-ethylamino)-purin-9-yl]-2,3-dihydroxy-cyclopentyl}-propionamide), ClC1=NC(=C2N=CN(C2=N1)[C@H]1[C@@H]([C@@H]([C@H](C1)NC(CC)=O)O)O)NCC(C1=CC=CC=C1)C1=CC=CC=C1 (N-{(1S,2R,3S,4R)-4-[2-chloro-6-(2,2-diphenyl-ethylamino)-purin-9-yl]-2,3-dihydroxy-cyclopentyl}-propionamide). Product: Cl.N1(CCCC1)[C@H]1CN(CC1)C1=NC(=C2N=CN(C2=N1)[C@H]1[C@@H]([C@@H]([C@H](C1)NC(CC)=O)O)O)NCC(C1=CC=CC=C1)C1=CC=CC=C1 (N-{(1S,2R,3S,4R)-4-[(R)-2-[1,3′]Bipyrrolidinyl-1′-yl-6-(2,2-diphenyl-ethylamino)-purin-9-yl]-2,3-dihydroxy-cyclopentyl}-propionamide hydrochloride). RXN SMILES: FC(F)(F)C(O)=O.N[C@@H]1CCN(C2N=C3C(N=CN3[C@@H]3C[C@H](NC(=O)COCC4C=CC=CC=4)[C@@H](O)[C@H]3O)=C(NCC(C3C=CC=CC=3)C3C=CC=CC=3)N=2)C1.[Cl:57][C:58]1[N:66]=[C:65]2[C:61]([N:62]=[CH:63][N:64]2[C@@H:67]2[CH2:71][C@H:70]([NH:72][C:73](=[O:76])[CH2:74][CH3:75])[C@@H:69]([OH:77])[C@H:68]2[OH:78])=[C:60]([NH:79][CH2:80][CH:81]([C:88]2[CH:93]=[CH:92][CH:91]=[CH:90][CH:89]=2)[C:82]2[CH:87]=[CH:86][CH:85]=[CH:84][CH:83]=2)[N:59]=1.[N:94]1([C@@H:99]2[CH2:103][CH2:102][NH:101][CH2:100]2)[CH2:98][CH2:97][CH2:96][CH2:95]1>>[ClH:57].[N:94]1([C@@H:99]2[CH2:103][CH2:102][N:101]([C:58]3[N:66]=[C:65]4[C:61]([N:62]=[CH:63][N:64]4[C@@H:67]4[CH2:71][C@H:70]([NH:72][C:73](=[O:76])[CH2:74][CH3:75])[C@@H:69]([OH:77])[C@H:68]4[OH:78])=[C:60]([NH:79][CH2:80][CH:81]([C:82]4[CH:87]=[CH:86][CH:85]=[CH:84][CH:83]=4)[C:88]4[CH:89]=[CH:90][CH:91]=[CH:92][CH:93]=4)[N:59]=3)[CH2:100]2)[CH2:98][CH2:97][CH2:96][CH2:95]1 |f:0.1,4.5|. Procedure details: The title compound is prepared analogously to N-{(1S,2R,3S,4R)-4-[2-((R)-3-amino-pyrrolidin-1-yl)-6-(2,2-diphenyl-ethylamino)-purin-9-yl]-2,3-dihydroxy-cyclopentyl}-2-benzyloxy-acetamide trifluoroacetate (Example 1 step 2) by replacing 2-benzyloxy-N-{(1S,2R,3S,4R)-4-[2-chloro-6-(2,2-diphenyl-ethylamino)-purin-9-yl]-2,3-dihydroxy-cyclopentyl}-acetamide with N-{(1S,2R,3S,4R)-4-[2-chloro-6-(2,2-diphenyl-ethylamino)-purin-9-yl]-2,3-dihydroxy-cyclopentyl}-propionamide (Intermediate J) and by replacin... Reactants: C(CCC)C1=NOC(=C1COC1=NC=C(C(=O)O)C=C1)C (6-(3-butyl-5-methyl-isoxazol-4-ylmethoxy)-nicotinic acid), CC1(CC1)N (1-methylcyclopropylamine). Product: C(CCC)C1=NOC(=C1COC1=NC=C(C(=O)NC2(CC2)C)C=C1)C (6-((3-Butyl-5-methyl-isoxazol-4-yl)methoxy)-N-(1-methyl-cyclopropyl)-nicotinamide). Yield: 70.0%. Reaction SMILES: [CH2:1]([C:5]1[C:9]([CH2:10][O:11][C:12]2[CH:20]=[CH:19][C:15]([C:16]([OH:18])=O)=[CH:14][N:13]=2)=[C:8]([CH3:21])[O:7][N:6]=1)[CH2:2][CH2:3][CH3:4].[CH3:22][C:23]1([NH2:26])[CH2:25][CH2:24]1>>[CH2:1]([C:5]1[C:9]([CH2:10][O:11][C:12]2[CH:20]=[CH:19][C:15]([C:16]([NH:26][C:23]3([CH3:22])[CH2:25][CH2:24]3)=[O:18])=[CH:14][N:13]=2)=[C:8]([CH3:21])[O:7][N:6]=1)[CH2:2][CH2:3][CH3:4]. Procedure: As described for example 19b, 6-(3-butyl-5-methyl-isoxazol-4-ylmethoxy)-nicotinic acid (100 mg, 0.34 mmol) was converted, using 1-methylcyclopropylamine instead of L-2,2,2-trifluoro-1-(methyl)ethylamine, to the title compound (83 mg, 70%) which was obtained as a white solid after purification by chromatography (silica, heptane:ethyl acetate=1:0 to 2:1). MS: m/e=342.3 [M−H]−. The reactants are CC(C)(C)OC(=O)N1CCc2ccc(Cl)c(CCl)c2CC1, [H-], [I-], [K+], [Na+], CN(C)C=O, Oc1ccccc1. The product is CC(C)(C)OC(=O)N1CCc2ccc(Cl)c(COc3ccccc3)c2CC1. RXN SMILES: [C:10]([CH3:11])([CH3:12])([CH3:13])[O:14][C:15](=[O:16])[N:17]1[CH2:18][CH2:19][c:20]2[c:21]([c:24]([CH2:29][Cl:30])[c:25]([Cl:28])[cH:26][cH:27]2)[CH2:22][CH2:23]1.[H-:1].[I-:32].[K+:31].[Na+:2].[O:33]=[CH:34][N:35]([CH3:36])[CH3:37].[OH:3][c:4]1[cH:5][cH:6][cH:7][cH:8][cH:9]1>>[O:3]([c:4]1[cH:5][cH:6][cH:7][cH:8][cH:9]1)[CH2:29][c:24]1[c:21]2[c:20]([cH:27][cH:26][c:25]1[Cl:28])[CH2:19][CH2:18][N:17]([C:15]([O:14][C:10]([CH3:11])([CH3:12])[CH3:13])=[O:16])[CH2:23][CH2:22]2. Reactants: FC1=CC=C(C=C1)C=1C=C2C(=CNC2=CC1)C=C[N+](=O)[O-] (5-(4-fluorophenyl)-3-(2-nitrovinyl)-1H-indole), [H-].[H-].[H-].[H-].[Li+].[Al+3] (LiAlH4). Run in C1CCOC1 (THF), C1CCOC1 (THF). Run at time 1 hour. Yields the product FC1=CC=C(C=C1)C1=CC=C2NC=C(CCN)C2=C1 (5-(4-Fluorophenyl)tryptamine). RXN SMILES: [H-].[H-].[H-].[H-].[Li+].[Al+3].[F:7][C:8]1[CH:13]=[CH:12][C:11]([C:14]2[CH:15]=[C:16]3[C:20](=[CH:21][CH:22]=2)[NH:19][CH:18]=[C:17]3[CH:23]=[CH:24][N+:25]([O-])=O)=[CH:10][CH:9]=1>C1COCC1>[F:7][C:8]1[CH:13]=[CH:12][C:11]([C:14]2[CH:15]=[C:16]3[C:20]([NH:19][CH:18]=[C:17]3[CH2:23][CH2:24][NH2:25])=[CH:21][CH:22]=2)=[CH:10][CH:9]=1 |f:0.1.2.3.4.5|. Procedure details: Combine LiAlH4 (2.66 g, 70.17 mmol) and dry THF (70.0 ml) and cool the suspension in an ice bath. Add dropwise a solution of 5-(4-fluorophenyl)-3-(2-nitrovinyl)-1H-indole (3.30 g, 11.69 mmol) in dry THF (30.0 ml). Heat to reflux. After 1 hour, cool to ambient temperature and stir. After 15 hours, quench with saturated Na2SO4 (100 ml/mol) and stir at ambient temperature. After 1 hour, filter, rinse the precipitate with THF, and evaporate the filtrate to residue. Chromatograph the residue on silic...